This data is from the Open Reaction Database (ORD), a public repository of structured organic reaction records. The task is: describe an organic reaction: reactants, conditions, products, and yield Reactants: COC(CC1=CSC2=C1C(=CC(=C2)O)C=C)=O (methyl(6-hydroxy-4-vinyl-1-benzothiophen-3-yl)acetate). Reagents/catalysts: [Pd] (Pd—C). Run in CCOC(=O)C (EtOAc). Reaction conditions: time 8 hour. Product: COC(CC1=CSC2=C1C(=CC(=C2)O)CC)=O (Methyl(6-hydroxy-4-ethyl-1-benzothiophen-3-yl)acetate). The yield is 38.4%. Reaction SMILES: [CH3:1][O:2][C:3](=[O:17])[CH2:4][C:5]1[C:9]2[C:10]([CH:15]=[CH2:16])=[CH:11][C:12]([OH:14])=[CH:13][C:8]=2[S:7][CH:6]=1>[Pd].CCOC(C)=O>[CH3:1][O:2][C:3](=[O:17])[CH2:4][C:5]1[C:9]2[C:10]([CH2:15][CH3:16])=[CH:11][C:12]([OH:14])=[CH:13][C:8]=2[S:7][CH:6]=1. Reported procedure: A mixture of methyl(6-hydroxy-4-vinyl-1-benzothiophen-3-yl)acetate (230 mg), 10% Pd—C (50% wet, 99 mg) and EtOAc (5 mL) was hydrogenated under balloon pressure at room temperature overnight. The catalyst was removed by filtration and the filtrate was concentrated in vacuo. The residue was purified by silica gel column chromatography (EtOAc/hexane) to give the title compound (89 mg). Yields the product Cc1oc2cc(Oc3ccnc4cc(C(=O)N5CCCC5CO)sc34)ccc2c1C(=O)NCC(C)C. Reaction SMILES: [B:38]([Br:39])([Br:40])[Br:41].[CH2:1]([CH:2]([CH3:3])[CH3:4])[NH:5][C:6](=[O:7])[c:8]1[c:9]([CH3:37])[o:10][c:11]2[c:12]1[cH:13][cH:14][c:15]([O:17][c:18]1[c:19]3[c:20]([n:21][cH:22][cH:23]1)[cH:24][c:25]([C:27](=[O:28])[N:29]1[CH:30]([CH2:34][O:35][CH3:36])[CH2:31][CH2:32][CH2:33]1)[s:26]3)[cH:16]2>>[CH2:1]([CH:2]([CH3:3])[CH3:4])[NH:5][C:6](=[O:7])[c:8]1[c:9]([CH3:37])[o:10][c:11]2[c:12]1[cH:13][cH:14][c:15]([O:17][c:18]1[c:19]3[c:20]([n:21][cH:22][cH:23]1)[cH:24][c:25]([C:27](=[O:28])[N:29]1[CH:30]([CH2:34][OH:35])[CH2:31][CH2:32][CH2:33]1)[s:26]3)[cH:16]2. Starting materials: BrB(Br)Br, COCC1CCCN1C(=O)c1cc2nccc(Oc3ccc4c(C(=O)NCC(C)C)c(C)oc4c3)c2s1. The reactants are BrC1=CC=C(C=C1)N(C1=CC=C(C=C1)Br)C1=CC=C(C=C1)Br (tri(4-bromophenyl)amine), bis[triphenylphosphin]palladium dichloride, C[Si](C)(C)C#C (trimethylsilyl acetylene). Reagents/catalysts: [Cu](I)I (copper iodide). The solvent is C(C)(C)NC(C)C (diisopropylamine). Conditions: time 2 hour. Yields the product C[Si](C)(C)C#CC1=CC=C(C=C1)N(C1=CC=C(C=C1)C#C[Si](C)(C)C)C1=CC=C(C=C1)C#C[Si](C)(C)C (tri(4-trimethylsilylethynylphenyl)amine). The yield is 81.0%. Reaction SMILES: Br[C:2]1[CH:7]=[CH:6][C:5]([N:8]([C:16]2[CH:21]=[CH:20][C:19](Br)=[CH:18][CH:17]=2)[C:9]2[CH:14]=[CH:13][C:12](Br)=[CH:11][CH:10]=2)=[CH:4][CH:3]=1.[CH3:23][Si:24]([C:27]#[CH:28])([CH3:26])[CH3:25]>[Cu](I)I.C(NC(C)C)(C)C>[CH3:23][Si:24]([C:27]#[C:28][C:2]1[CH:7]=[CH:6][C:5]([N:8]([C:16]2[CH:21]=[CH:20][C:19]([C:28]#[C:27][Si:24]([CH3:26])([CH3:25])[CH3:23])=[CH:18][CH:17]=2)[C:9]2[CH:14]=[CH:13][C:12]([C:28]#[C:27][Si:24]([CH3:26])([CH3:25])[CH3:23])=[CH:11][CH:10]=2)=[CH:4][CH:3]=1)([CH3:26])[CH3:25]. Procedure: Thereafter, to 200 ml of diisopropylamine were added 15.54 g (0.032 mol of tri(4-bromophenyl)amine, 1.35 g (1.92 mmol) of bis[triphenylphosphin]palladium dichloride and 9.43 g (0.96 mmol) of copper iodide. After the reaction mixture was stirred for 2 h at room temperature, 9.43 g, (96 mmol) of trimethylsilyl acetylene was slowly added to the reaction mixture. The reaction mixture was refluxed for 8 h and cooled. Solvent was removed under the reduced pressure. The residue was extracted with benze... The reactants are CCCCOCCOc1ccc(-c2ccc3c(c2)C=C(C(=O)Nc2ccc(SCc4cccnc4)nc2)CCN3CC(C)C)cc1, ClCCl, O=C(OO)c1cccc(Cl)c1, [Na+], [Na+], O=S([O-])([O-])=S. The product is CCCCOCCOc1ccc(-c2ccc3c(c2)C=C(C(=O)Nc2ccc(S(=O)Cc4cccnc4)nc2)CCN3CC(C)C)cc1. RXN SMILES: [CH2:1]([CH2:2][CH2:3][CH3:4])[O:5][CH2:6][CH2:7][O:8][c:9]1[cH:10][cH:11][c:12](-[c:15]2[cH:16][cH:17][c:18]3[c:19]([cH:46]2)[CH:20]=[C:21]([C:29](=[O:30])[NH:31][c:32]2[cH:33][n:34][c:35]([S:38][CH2:39][c:40]4[cH:41][n:42][cH:43][cH:44][cH:45]4)[cH:36][cH:37]2)[CH2:22][CH2:23][N:24]3[CH2:25][CH:26]([CH3:27])[CH3:28])[cH:13][cH:14]1.[CH2:65]([Cl:66])[Cl:67].[Cl:47][c:48]1[cH:49][cH:50][cH:51][c:52]([C:53]([O:54][OH:56])=[O:55])[cH:57]1.[Na+:63].[Na+:64].[S:58]([O-:59])([O-:60])(=[O:61])=[S:62]>>[CH2:1]([CH2:2][CH2:3][CH3:4])[O:5][CH2:6][CH2:7][O:8][c:9]1[cH:10][cH:11][c:12](-[c:15]2[cH:16][cH:17][c:18]3[c:19]([cH:46]2)[CH:20]=[C:21]([C:29](=[O:30])[NH:31][c:32]2[cH:33][n:34][c:35]([S:38]([CH2:39][c:40]4[cH:41][n:42][cH:43][cH:44][cH:45]4)=[O:55])[cH:36][cH:37]2)[CH2:22][CH2:23][N:24]3[CH2:25][CH:26]([CH3:27])[CH3:28])[cH:13][cH:14]1. Starting materials: BrC=1C=C2C(=CC1)OC=1C(=NC(=CC1[C@@]21N=C(OC1)N)Cl)F ((S)-7-bromo-3-chloro-1-fluoro-5′H-spiro[chromeno[2,3-c]pyridine-5,4′-oxazol]-2′-amine), FC=1C=C(C=NC1)B(O)O (5-fluoropyridin-3-ylboronic acid), Cl.FC1(CNCC1)F (3,3-difluoropyrrolidine hydrochloride). Yields the product FC1(CN(CC1)C1=CC2=C(C(=N1)F)OC1=CC=C(C=C1[C@]21N=C(OC1)N)C=1C=NC=C(C1)F)F ((S)-3-(3,3-difluoropyrrolidin-1-yl)-1-fluoro-7-(5-fluoropyridin-3-yl)-5′-H-spiro[chromeno[2,3-c]pyridine-5,4′-oxazol]-2′-amine). Reaction SMILES: Br[C:2]1[CH:3]=[C:4]2[C@@:15]3([CH2:19][O:18][C:17]([NH2:20])=[N:16]3)[C:14]3[CH:13]=[C:12](Cl)[N:11]=[C:10]([F:22])[C:9]=3[O:8][C:5]2=[CH:6][CH:7]=1.[F:23][C:24]1[CH:25]=[C:26](B(O)O)[CH:27]=[N:28][CH:29]=1.Cl.[F:34][C:35]1([F:40])[CH2:39][CH2:38][NH:37][CH2:36]1>>[F:34][C:35]1([F:40])[CH2:39][CH2:38][N:37]([C:12]2[N:11]=[C:10]([F:22])[C:9]3[O:8][C:5]4[C:4]([C@@:15]5([CH2:19][O:18][C:17]([NH2:20])=[N:16]5)[C:14]=3[CH:13]=2)=[CH:3][C:2]([C:26]2[CH:27]=[N:28][CH:29]=[C:24]([F:23])[CH:25]=2)=[CH:7][CH:6]=4)[CH2:36]1 |f:2.3|. Procedure: The title compound was synthesized by steps analogous to those described in method CC4 above, but using (S)-7-bromo-3-chloro-1-fluoro-5′H-spiro[chromeno[2,3-c]pyridine-5,4′-oxazol]-2′-amine (prepared by steps analogous to those described in BB33), 5-fluoropyridin-3-ylboronic acid and 3,3-difluoropyrrolidine hydrochloride. Reactants: OO (Hydrogen peroxide), C(=O)([O-])[O-].[K+].[K+] (K2CO3), KSO3, C(C)(=O)O (acetic acid), C(C)(=O)C=1C=NC=CC1 (3-acetylpyridine). Solvent: CC(C)O (2-propanol). Yields the product C(C)(=O)C=1C=[N+](C=CC1)[O-] (3-acetylpyridine-N-oxide). RXN SMILES: OO.C(O)(=[O:5])C.[C:7]([C:10]1[CH:11]=[N:12][CH:13]=[CH:14][CH:15]=1)(=[O:9])[CH3:8].C([O-])([O-])=O.[K+].[K+]>CC(O)C>[C:7]([C:10]1[CH:11]=[N+:12]([O-:5])[CH:13]=[CH:14][CH:15]=1)(=[O:9])[CH3:8] |f:3.4.5|. Reported procedure: Hydrogen peroxide (20.9 ml, 0.61453 moles, Baker) and acetic acid (125 ml, Baker) were combined and stirred at room temperature (RT). The 3-acetylpyridine (50 ml, 0.40984 moles, Aldrich), distilled prior to use (94° C., 2.00 mm Hg), was added and then, the reaction mixture was stirred overnight (O/N) at 95° C. Next, the reaction mixture was cooled to RT and then, neutralized with saturated K2CO3 (400 ml). Then, 5 g of KSO3 was added to destroy the remaining hydrogen peroxide. Next, methanol (750... Starting materials: O (water), FC(C1=CC=C2C(N(C(C2=C1)=O)CC(C)C)O)(F)F (6-trifluoromethyl-3-hydroxy-2-isobutyl-2,3-dihydroisoindol-1-one), [H-].[Na+] (sodium hydride), FC(C=1C=C2C(N(C(C2=CC1)=O)CC(C)C)O)(F)F (5-trifluoromethyl-3-hydroxy-2-isobutyl-2,3-dihydroisoindol-1-one), COCCOC (1,2-dimethoxyethane). The solvent is triethyl phosphonoacetate. Conditions: temperature 20 celsius. The product is FC(C1=CC=C2C(N(C(C2=C1)CC(=O)OCC)CC(C)C)=O)(F)F (ethyl (6-trifluoromethyl-2-isobutyl-3-oxo-2,3-dihydro-1H-isoindol-1-yl)acetate), FC(C=1C=C2C(N(C(C2=CC1)CC(=O)OCC)CC(C)C)=O)(F)F (ethyl (5-trifluoromethyl-2-isobutyl-3-oxo-2,3-dihydro-1H-isoindol-1-yl)acetate). As a reaction SMILES: [H-].[Na+].[F:3][C:4]([F:21])([F:20])[C:5]1[CH:6]=[C:7]2[C:11](=[CH:12][CH:13]=1)[C:10](=[O:14])[N:9]([CH2:15][CH:16]([CH3:18])[CH3:17])[CH:8]2O.[F:22][C:23]([F:40])([F:39])[C:24]1[CH:32]=[C:31]2[C:27]([CH:28](O)[N:29]([CH2:34][CH:35]([CH3:37])[CH3:36])[C:30]2=[O:33])=[CH:26][CH:25]=1.O.C[O:43][CH2:44][CH2:45]OC>>[F:3][C:4]([F:21])([F:20])[C:5]1[CH:6]=[C:7]2[C:11]([C:10](=[O:14])[N:9]([CH2:15][CH:16]([CH3:18])[CH3:17])[CH:8]2[CH2:45][C:44]([O:33][CH2:30][CH3:31])=[O:43])=[CH:12][CH:13]=1.[F:22][C:23]([F:40])([F:39])[C:24]1[CH:32]=[C:31]2[C:27](=[CH:26][CH:25]=1)[CH:28]([CH2:45][C:44]([O:14][CH2:10][CH3:11])=[O:43])[N:29]([CH2:34][CH:35]([CH3:37])[CH3:36])[C:30]2=[O:33] |f:0.1|. Procedure: Ethyl (5-trifluoromethyl-2-isobutyl-3-oxo-2,3-dihydro-1H-isoindol-1-yl)acetate and ethyl (6-trifluoromethyl-2-isobutyl-3-oxo-2,3-dihydro-1H-isoindol-1-yl)acetate are prepared as described in Example 2, starting with 1.32 g of 60% sodium hydride in 120 cm3 of 1,2-dimethoxyethane, 6.57 cm3 of triethyl phosphonoacetate and 12.07 g of 5-trifluoromethyl-3-hydroxy-2-isobutyl-2,3-dihydroisoindol-1-one and 6-trifluoromethyl-3-hydroxy-2-isobutyl-2,3-dihydroisoindol-1-one. The mixture is refluxed for 24 h... Starting materials: COCOC=1C=C(C=CC1)CCC1=C(C=CC=C1)O (2-[2-(3-methoxymethoxyphenyl)ethyl]phenol), CC(C)([O-])C.[K+] (potassium t-butoxide), Cl.ClCCC1N(CCC1)C (2-(2-chloroethyl)-1-methylpyrrolidine hydrochloride). The solvent is CC(=O)N(C)C (dimethylacetamide). The product is COCOC=1C=C(C=CC1)CCC1=C(OCCC2N(CCC2)C)C=CC=C1 (2-(2-{2-[2-(3-Methoxymethoxyphenyl)ethyl]phenoxy}ethyl]-1-methylpyrrolidin). The yield is 55.2%. As a reaction SMILES: [CH3:1][O:2][CH2:3][O:4][C:5]1[CH:6]=[C:7]([CH2:11][CH2:12][C:13]2[CH:18]=[CH:17][CH:16]=[CH:15][C:14]=2[OH:19])[CH:8]=[CH:9][CH:10]=1.CC(C)([O-])C.[K+].Cl.Cl[CH2:28][CH2:29][CH:30]1[CH2:34][CH2:33][CH2:32][N:31]1[CH3:35]>CC(N(C)C)=O>[CH3:1][O:2][CH2:3][O:4][C:5]1[CH:6]=[C:7]([CH2:11][CH2:12][C:13]2[CH:18]=[CH:17][CH:16]=[CH:15][C:14]=2[O:19][CH2:28][CH2:29][CH:30]2[CH2:34][CH2:33][CH2:32][N:31]2[CH3:35])[CH:8]=[CH:9][CH:10]=1 |f:1.2,3.4|. Reported procedure: Following a procedure similar to that described in Example 35(a), 2.37 g of 2-[2-(3-methoxymethoxyphenyl)ethyl]phenol (prepared as described in Preparation 21), 1.03 g of potassium t-butoxide and 1.69 g of 2-(2-chloroethyl)-1-methylpyrrolidine hydrochloride were reacted in 50 ml of dimethylacetamide. The reaction mixture was then worked up as described in Example 35(a), and the crude product was purified by column chromatography through silica gel, using a 20:1 by volume mixture of methylene chl...